This data is from the Open Reaction Database (ORD), a public repository of structured organic reaction records. The task is: describe an organic reaction: reactants, conditions, products, and yield Starting materials: FC1=C(C=C(C(=C1)Cl)OC1CCCC1)N1C(C2=C(C1=O)CCCC2)=O (N-(2-Fluoro-4-chloro-5-cyclopentyloxyphenyl)-3,4,5,6-tetrahydrophthalimide), CC[C@H](C)N (S-(+)-sec-butylamine), CN1CCOCC1 (N-methylmorpholine). Solvent: C1=CC=CC=C1 (benzene). Run at time 8 hour. Yields the product FC1=C(C=C(C(=C1)Cl)OC1CCCC1)NC(C1=C(C(=O)NC(C)CC)CCCC1)=O (N-(2-fluoro-4-chloro-5-cyclopentyloxyphenyl)-N'-(sec-butyl)-3,4,5,6-tetrahydrophthalamide). Yield: 27.8%. RXN SMILES: [F:1][C:2]1[CH:7]=[C:6]([Cl:8])[C:5]([O:9][CH:10]2[CH2:14][CH2:13][CH2:12][CH2:11]2)=[CH:4][C:3]=1[N:15]1[C:19](=[O:20])[C:18]2[CH2:21][CH2:22][CH2:23][CH2:24][C:17]=2[C:16]1=[O:25].[CH3:26][CH2:27][C@@H:28]([NH2:30])[CH3:29].CN1CCOCC1>C1C=CC=CC=1>[F:1][C:2]1[CH:7]=[C:6]([Cl:8])[C:5]([O:9][CH:10]2[CH2:11][CH2:12][CH2:13][CH2:14]2)=[CH:4][C:3]=1[NH:15][C:16](=[O:25])[C:17]1[CH2:24][CH2:23][CH2:22][CH2:21][C:18]=1[C:19]([NH:30][CH:28]([CH2:27][CH3:26])[CH3:29])=[O:20]. Procedure details: N-(2-Fluoro-4-chloro-5-cyclopentyloxyphenyl)-3,4,5,6-tetrahydrophthalimide (0.900 g, 2.47 mmol), S-(+)-sec-butylamine (0.235 g, 3.21 mmol), N-methylmorpholine (0.270 g, 2.67 mmol) and benzene (25 ml) as a solvent were placed into a round bottom flask (50 cc) and stirred overnight at room temperature. After completion of the reaction, the solvent was distilled off under reduced pressure, and the precipitated crystals were isolated by filtration. The crystals were washed with hexane and dried to o...